This data is from the Open Reaction Database (ORD), a public repository of structured organic reaction records. The task is: describe an organic reaction: reactants, conditions, products, and yield Starting materials: ON1N=NC2=C1C=CC=C2 (1-hydroxybenzotriazole), CCN=C=NCCCN(C)C.Cl (EDCl), C(C)(C)N(C(C)C)CC (N,N-diisopropylethylamine), C([O-])([O-])=O.[NH4+].[NH4+] (Ammonium carbonate), C(C)(C)(C)OC(=O)N1CCC(CC1)C1=CC=C(C=C1)NC1=NC=C(C(=N1)CCC1=NC=NC=C1CC(=O)[O-])C(F)(F)F.[Li+] (Lithium 2-(4-(2-(2-((4-(1-(tert-butoxycarbonyl)piperidin-4-yl)phenyl)amino)-5-(trifluoro-methyl)pyrimidin-4-yl)ethyl)pyrimidin-5-yl)acetate), ON1N=NC2=C1C=CC=C2 (1-hydroxybenzotriazole), CCN=C=NCCCN(C)C.Cl (EDCl), C(C)(C)N(C(C)C)CC (N,N-diisopropylethylamine), C([O-])([O-])=O.[NH4+].[NH4+] (ammonium carbonate). Run in CCOC(=O)C (EtOAc), CO (methanol), CN(C)C=O (DMF), C1CCOC1 (THF). Reaction conditions: time 10 minute. The product is NC(CC=1C(=NC=NC1)CCC1=NC(=NC=C1C(F)(F)F)NC1=CC=C(C=C1)C1CCN(CC1)C(=O)OC(C)(C)C)=O (tert-Butyl 4-(4-((4-(2-(5-(2-amino-2-oxoethyl)pyrimidin-4-yl)ethyl)-5-(trifluoromethyl)pyrimidin-2-yl)amino)phenyl)piperidine-1-carboxylate). Isolated yield 81.1%. RXN SMILES: [C:1]([O:5][C:6]([N:8]1[CH2:13][CH2:12][CH:11]([C:14]2[CH:19]=[CH:18][C:17]([NH:20][C:21]3[N:26]=[C:25]([CH2:27][CH2:28][C:29]4[C:34]([CH2:35][C:36]([O-:38])=O)=[CH:33][N:32]=[CH:31][N:30]=4)[C:24]([C:39]([F:42])([F:41])[F:40])=[CH:23][N:22]=3)=[CH:16][CH:15]=2)[CH2:10][CH2:9]1)=[O:7])([CH3:4])([CH3:3])[CH3:2].[Li+].O[N:45]1C2C=CC=CC=2N=N1.CCN=C=NCCCN(C)C.Cl.C(N(CC)C(C)C)(C)C.C(=O)([O-])[O-].[NH4+].[NH4+]>C1COCC1.CCOC(C)=O.CO.CN(C=O)C>[NH2:45][C:36](=[O:38])[CH2:35][C:34]1[C:29]([CH2:28][CH2:27][C:25]2[C:24]([C:39]([F:41])([F:40])[F:42])=[CH:23][N:22]=[C:21]([NH:20][C:17]3[CH:18]=[CH:19][C:14]([CH:11]4[CH2:10][CH2:9][N:8]([C:6]([O:5][C:1]([CH3:3])([CH3:4])[CH3:2])=[O:7])[CH2:13][CH2:12]4)=[CH:15][CH:16]=3)[N:26]=2)=[N:30][CH:31]=[N:32][CH:33]=1 |f:0.1,3.4,6.7.8|. Procedure: Lithium 2-(4-(2-(2-((4-(1-(tert-butoxycarbonyl)piperidin-4-yl)phenyl)amino)-5-(trifluoro-methyl)pyrimidin-4-yl)ethyl)pyrimidin-5-yl)acetate (I113) (0.092 g, 0.16 mmol) was dissolved in dry THF (7 mL) and dry DMF (1 mL) under an atmosphere of nitrogen. To the solution were added 1-hydroxybenzotriazole (0.023 g, 0.17 mmol) and EDCl (0.033 g, 0.17 mmol) and N,N-diisopropylethylamine (0.109 mL, 0.624 mmol) and the reaction mixture was stirred at room temperature for 10 minutes. Ammonium carbonate (0... Reactants: S(O)(O)(=O)=O (sulfuric acid), BrC1=C(C=C(C=C1)F)C(F)(F)F (2-bromo-5-fluoro-benzotrifluoride), S(O)(O)(=O)=O (sulfuric acid), [N+](=O)([O-])[O-].[K+] (Potassium-nitrate). Solvent: ClCCl (dichloromethane). The product is BrC1=C(C=C(C=C1C(F)(F)F)F)[N+](=O)[O-] (2-Bromo-5-fluoro-1-nitro-3-trifluoromethyl-benzene). Reaction SMILES: [Br:1][C:2]1[CH:7]=[CH:6][C:5]([F:8])=[CH:4][C:3]=1[C:9]([F:12])([F:11])[F:10].[N+:13]([O-])([O-:15])=[O:14].[K+].S(=O)(=O)(O)O>ClCCl>[Br:1][C:2]1[C:3]([C:9]([F:12])([F:10])[F:11])=[CH:4][C:5]([F:8])=[CH:6][C:7]=1[N+:13]([O-:15])=[O:14] |f:1.2|. Procedure: 2-Bromo-5-fluoro-benzotrifluoride (XVII) (50 g, purchased from ABCR, F01421) is dissolved in 750 mL of dichloromethane. Potassium-nitrate (60.54 g) is added under stirring, followed by slow addition of sulfuric acid (587.3 g, 20% SO3, Riedel de Haen 30736). The temperature of the reaction mixture is kept at 25-30° C. by gentle cooling during the addition of the sulfuric acid. The reaction mixture is stirred for additional 25 hours at room temperature, after which time an IPC indicated >97% conve...